Dataset: the Open Reaction Database (ORD), a public repository of structured organic reaction records. Task: describe an organic reaction: reactants, conditions, products, and yield Starting materials: CN1CCN(CC2CCCN(c3ccc([N+](=O)[O-])cc3)C2)CC1, COc1cc(N2CCCC(C(=O)N3CCN(C)CC3)C2)ccc1[N+](=O)[O-]. The product is COc1cc(N2CCCC(CN3CCN(C)CC3)C2)ccc1[N+](=O)[O-]. RXN SMILES: [CH3:1][N:2]1[CH2:3][CH2:4][N:5]([CH2:6][CH:7]2[CH2:8][CH2:9][CH2:10][N:11]([c:12]3[cH:13][cH:14][c:15]([N+:16]([O-:17])=[O:18])[cH:19][cH:20]3)[CH2:21]2)[CH2:22][CH2:23]1.[CH3:24][O:25][c:26]1[cH:27][c:28]([N:35]2[CH2:36][CH:37]([C:41](=[O:42])[N:43]3[CH2:44][CH2:45][N:46]([CH3:49])[CH2:47][CH2:48]3)[CH2:38][CH2:39][CH2:40]2)[cH:29][cH:30][c:31]1[N+:32](=[O:33])[O-:34]>>[CH3:24][O:25][c:26]1[cH:27][c:28]([N:35]2[CH2:36][CH:37]([CH2:41][N:43]3[CH2:44][CH2:45][N:46]([CH3:49])[CH2:47][CH2:48]3)[CH2:38][CH2:39][CH2:40]2)[cH:29][cH:30][c:31]1[N+:32](=[O:33])[O-:34]. Reactants: C(C)N (ethylamine), C(#N)NC(SC)=NCCSCC1=C(N=CN1)C (N-cyano-N'-[2-((4-methyl-5-imidazolyl)methylthio)ethyl]-S-methylisothiourea), C(C)O (ethanol). Product: C(#N)NC(=N)N(CCSCC1=C(N=CN1)C)CC (N-cyano-N'-ethyl-N'-[2-((4-methyl-5-imidazolyl)methylthio)ethyl]guanidine). As a reaction SMILES: C([NH2:3])C.[C:4]([NH:6][C:7](=[N:10][CH2:11][CH2:12][S:13][CH2:14][C:15]1[NH:19][CH:18]=[N:17][C:16]=1[CH3:20])SC)#[N:5].[CH2:21](O)[CH3:22]>>[C:4]([NH:6][C:7]([N:10]([CH2:21][CH3:22])[CH2:11][CH2:12][S:13][CH2:14][C:15]1[NH:19][CH:18]=[N:17][C:16]=1[CH3:20])=[NH:3])#[N:5]. Procedure details: Anhydrous ethylamine (9.0 g.) was added to a solution of N-cyano-N'-[2-((4-methyl-5-imidazolyl)methylthio)ethyl]-S-methylisothiourea (Example 3(c), 5.0 g.) in ethanol. The solution was heated under reflux for 8 hours and concentrated under reduced pressure. The residue was dissolved in isopropyl alcohol, filtered, and dilute with water. The white solid obtained was recrystallised from isopropyl alcohol-ether to yield N-cyano-N'-ethyl-N'-[2-((4-methyl-5-imidazolyl)methylthio)ethyl]guanidine, m.p.... Reactants: C(C)(=O)OCC (Ethyl acetate), [Na] (sodium), FC(C(C(=O)OCC)(F)F)(F)F (ethyl pentafluoropropionate), [Na] (sodium), [Na] (sodium). Solvent: C(C)OCC (diethyl ether). The product is FC(C(=O)CC(=O)OCC)(C(F)(F)F)F (Ethyl pentafluoropropionylacetate). Yield: 18.4%. RXN SMILES: [C:1]([O:4][CH2:5][CH3:6])(=[O:3])[CH3:2].[Na].[F:8][C:9]([F:19])([F:18])[C:10]([F:17])([F:16])[C:11](OCC)=[O:12]>C(OCC)C>[F:16][C:10]([F:17])([C:9]([F:19])([F:18])[F:8])[C:11]([CH2:2][C:1]([O:4][CH2:5][CH3:6])=[O:3])=[O:12] |^1:6|. Procedure details: Ethyl acetate (20.26 g, 0.23 mole) and sodium metal (2.3 g, 0.10 g-atom) was added to ethyl pentafluoropropionate (20.26 g, 0.23 mole) and the mixture was refluxed with stirring until sodium metal was dissolved. After sodium metal was dissolved, dry diethyl ether (100 ml) was added and the solution was further reacted under reflux overnight. After completion of the reaction, the solvent was evaporated under reduced pressure and the resulting residue was made acidic with 50 ml of 15% sulfuric aci... The reactants are Cn1cc(Br)nc(Br)c1=O, CC(C)O, CCN1CCNC(=O)C1c1ccc(N)cc1. Product: CCN1CCNC(=O)C1c1ccc(Nc2nc(Br)cn(C)c2=O)cc1. As a reaction SMILES: [Br:17][c:18]1[c:19](=[O:26])[n:20]([CH3:25])[cH:21][c:22]([Br:24])[n:23]1.[CH:27]([OH:28])([CH3:29])[CH3:30].[NH2:1][c:2]1[cH:3][cH:4][c:5]([CH:8]2[C:9](=[O:16])[NH:10][CH2:11][CH2:12][N:13]2[CH2:14][CH3:15])[cH:6][cH:7]1>>[NH:1]([c:2]1[cH:3][cH:4][c:5]([CH:8]2[C:9](=[O:16])[NH:10][CH2:11][CH2:12][N:13]2[CH2:14][CH3:15])[cH:6][cH:7]1)[c:18]1[c:19](=[O:26])[n:20]([CH3:25])[cH:21][c:22]([Br:24])[n:23]1. The reactants are C, CO, CC(C)c1ccc(C#Cc2cccnc2N)cc1, [Pd]. The product is CC(C)c1ccc(CCc2cccnc2N)cc1. RXN SMILES: [C:21].[CH3:19][OH:20].[CH3:1][CH:2]([CH3:3])[c:4]1[cH:5][cH:6][c:7]([C:10]#[C:11][c:12]2[c:13]([NH2:18])[n:14][cH:15][cH:16][cH:17]2)[cH:8][cH:9]1.[Pd:22]>>[CH3:1][CH:2]([CH3:3])[c:4]1[cH:5][cH:6][c:7]([CH2:10][CH2:11][c:12]2[c:13]([NH2:18])[n:14][cH:15][cH:16][cH:17]2)[cH:8][cH:9]1. Starting materials: 7α-chloro, [OH-].[K+] (potassium hydroxide), O[C@@]12C=C[C@H]3[C@@H]4[C@H]5[C@@H](C([C@@]4(C)CC[C@@H]3[C@]2(CC[C@@H](C1)OC(C(C)(C)C)=O)C)=O)C5 (5β-hydroxy-15β,16β-methylene-3β-pivaloyloxyandrost-6-en-17-one). The reagents and catalysts are [Zn] (zinc). The solvent is C(C)(=O)O (acetic acid), O1CCCC1 (tetrahydrofuran). The product is O[C@@H]1C[C@]2(C=C[C@H]3[C@@H]4[C@H]5[C@@H](C([C@@]4(C)CC[C@@H]3[C@]2(CC1)C)=O)C5)O (3β,5β-dihydroxy-15β,16β-methyleneandrost-6-en-17-one). Reaction SMILES: [OH:1][C@@:2]12[CH2:19][C@@H:18]([O:20]C(=O)C(C)(C)C)[CH2:17][CH2:16][C@:15]1([CH3:27])[C@@H:14]1[C@H:5]([C@H:6]3[C@@:10]([CH2:12][CH2:13]1)([CH3:11])[C:9](=[O:28])[C@H:8]1[CH2:29][C@@H:7]31)[CH:4]=[CH:3]2.[OH-].[K+]>C(O)(=O)C.O1CCCC1.[Zn]>[OH:20][C@H:18]1[CH2:17][CH2:16][C@@:15]2([CH3:27])[C@:2]([OH:1])([CH:3]=[CH:4][C@@H:5]3[C@@H:14]2[CH2:13][CH2:12][C@@:10]2([CH3:11])[C@H:6]3[C@@H:7]3[CH2:29][C@@H:8]3[C:9]2=[O:28])[CH2:19]1 |f:1.2|. Reported procedure: The starting material of the process is 3β-hydroxy-15β,16β-methyleneandrost-5-en-17-one. The hydroxy in 7β position is introduced in a fermentation process using Botryodiplodia malorum, the resultant compound is acetylated in a regioselective manner with pivalic anhydride in the presence of 4-dimethylaminopyridine yielding the corresponding 3β-pivaloyloxy derivative. Said pivaloyloxy derivative was reacted with tert-butyl hydroperoxide in the presence of VO (acetonylacetonate)2 catalyst to give ... RXN SMILES: [C:1]([CH3:2])([CH3:3])([CH3:4])[O:5][C:6](=[O:7])[NH:8][CH:9]([C:10](=[O:11])[OH:12])[CH2:13][NH:14][c:15]1[c:16]([N+:21]([O-:22])=[O:23])[cH:17][cH:18][cH:19][cH:20]1.[C:29].[O:24]1[CH2:25][CH2:26][CH2:27][CH2:28]1.[Pd:30]>>[C:1]([CH3:2])([CH3:3])([CH3:4])[O:5][C:6](=[O:7])[NH:8][CH:9]([C:10](=[O:11])[OH:12])[CH2:13][NH:14][c:15]1[c:16]([NH2:21])[cH:17][cH:18][cH:19][cH:20]1. Reactants: CC(C)(C)OC(=O)NC(CNc1ccccc1[N+](=O)[O-])C(=O)O, C, C1CCOC1, [Pd]. Product: CC(C)(C)OC(=O)NC(CNc1ccccc1N)C(=O)O.